From a dataset of the Open Reaction Database (ORD), a public repository of structured organic reaction records. describe an organic reaction: reactants, conditions, products, and yield Reactants: enolate, COP(=O)(OC)CC(=O)C1(CC1)C(CCCCC)=O (1-[2-(Dimethoxy-phosphoryl)-acetyl]-1-hexanoyl-cyclopropane), COP(=O)(OC)CC(=O)C1(CC1)C(CCCCC)=O (1-[2-(Dimethoxy-phosphoryl)-acetyl]-1-hexanoyl-cyclopropane), CC(C)([O-])C.[K+] (potassium tert-butoxide), [NH4+].[Cl-] (NH4Cl), O (water), CC(C)([O-])C.[K+] (potassium tert-butoxide). Reagents/catalysts: [Br-].C[P+](C1=CC=CC=C1)(C1=CC=CC=C1)C1=CC=CC=C1 (methyltriphenylphosphonium bromide). Solvent: O1CCCC1 (tetrahydrofuran), O1CCCC1 (tetrahydrofuran), O1CCCC1 (tetrahydrofuran). Reaction conditions: time 4 hour. The product is COP(=O)(OC)CC(=O)C1(CC1)C(CCCCC)=C (1-[2-(Dimethoxy-phosphoryl)-acetyl]-1-(1-methylene-hexyl)-cyclopropane). Isolated yield 68.0%. Reaction SMILES: [CH3:1]C(C)([O-])C.[K+].[CH3:7][O:8][P:9]([CH2:13][C:14]([C:16]1([C:19](=O)[CH2:20][CH2:21][CH2:22][CH2:23][CH3:24])[CH2:18][CH2:17]1)=[O:15])([O:11][CH3:12])=[O:10].[NH4+].[Cl-].O>[Br-].C[P+](C1C=CC=CC=1)(C1C=CC=CC=1)C1C=CC=CC=1.O1CCCC1>[CH3:7][O:8][P:9]([CH2:13][C:14]([C:16]1([C:19](=[CH2:1])[CH2:20][CH2:21][CH2:22][CH2:23][CH3:24])[CH2:18][CH2:17]1)=[O:15])([O:11][CH3:12])=[O:10] |f:0.1,3.4,6.7|. Procedure details: To a vigorously stirred suspension of methyltriphenylphosphonium bromide (942 mg; 2.64 mmol) in tetrahydrofuran (6 ml) 1M solution of potassium tert-butoxide in tetrahydrofuran (2.64 ml; 2.64 mmol) was added dropwise at 0° C. To the next flask with a solution of 20 (255 mg; 0.88 mmol) in tetrahydrofuran (1.1 ml) 1M solution of potassium tert-butoxide (0.88 ml; 0.88 mmol) was added. After 20 min. both mixtures were warmed to room temperature and cooled again to 0° C. after 30 min. The solution of... Starting materials: [OH-].[K+] (potassium hydroxide), ClCCNC(=O)NCC1(NC=C(C(C1)=O)OCC1=CC=CC=C1)CC1=CC=CC=C1 (2-[[[[(2-chloroethyl)amino]carbonyl]amino]methyl]-5-(phenylmethoxy)-2-(phenylmethyl)-4(1H)-pyridinone). Run in C(C)O (ethanol), C(C)O (ethanol). The product is O=C1N(CCN1)CC=1N(C=C(C(C1)=O)OCC1=CC=CC=C1)CC1=CC=CC=C1 (2-[(2-Oxo-1-imidazolidinyl)methyl]-5-(phenylmethoxy)-1-(phenylmethyl)-4(1H)-pyridinone). The yield is 91.3%. As a reaction SMILES: [OH-].[K+].Cl[CH2:4][CH2:5][NH:6][C:7]([NH:9][CH2:10][C:11]1(CC2C=CC=CC=2)[CH2:16][C:15](=[O:17])[C:14]([O:18][CH2:19][C:20]2[CH:25]=[CH:24][CH:23]=[CH:22][CH:21]=2)=[CH:13][NH:12]1)=[O:8]>C(O)C>[O:8]=[C:7]1[NH:6][CH2:5][CH2:4][N:9]1[CH2:10][C:11]1[N:12]([CH2:19][C:20]2[CH:25]=[CH:24][CH:23]=[CH:22][CH:21]=2)[CH:13]=[C:14]([O:18][CH2:19][C:20]2[CH:21]=[CH:22][CH:23]=[CH:24][CH:25]=2)[C:15](=[O:17])[CH:16]=1 |f:0.1|. Procedure details: A solution of 7.29 g (0.13 mol) of potassium hydroxide in 500 ml of ethanol was added dropwise to a mixture of 60.8 g (0.13 mol) of 2-[[[[(2-chloroethyl)amino]carbonyl]amino]methyl]-5-(phenylmethoxy)-2-(phenylmethyl)-4(1H)-pyridinone and 1.3 l of ethanol. The reaction mixture was heated to reflux for three hours and the solvent evaporated in vacuo. The residue was purified by column chromatography on silica gel using a mixture of ethyl acetate and methanol (7:3) as eluent, yielding 23.1 g of pro... Reactants: CC(C)(C)OC(=O)N1CCC(Oc2ccc(Br)c3cnc(Nc4ccc(N5CCOCC5)c(Cl)c4)nc23)CC1, CB1OB(C)OB(C)O1, [Na+], [Na+], O=C([O-])[O-], CN(C)C=O. Yields the product Cc1ccc(OC2CCN(C(=O)OC(C)(C)C)CC2)c2nc(Nc3ccc(N4CCOCC4)c(Cl)c3)ncc12. RXN SMILES: [Br:1][c:2]1[c:3]2[cH:4][n:5][c:6]([NH:26][c:27]3[cH:28][c:29]([Cl:39])[c:30]([N:33]4[CH2:34][CH2:35][O:36][CH2:37][CH2:38]4)[cH:31][cH:32]3)[n:7][c:8]2[c:9]([O:12][CH:13]2[CH2:14][CH2:15][N:16]([C:19](=[O:20])[O:21][C:22]([CH3:23])([CH3:24])[CH3:25])[CH2:17][CH2:18]2)[cH:10][cH:11]1.[CH3:46][B:47]1[O:48][B:49]([CH3:50])[O:51][B:52]([CH3:53])[O:54]1.[Na+:40].[Na+:41].[O-:42][C:43](=[O:44])[O-:45].[O:55]=[CH:56][N:57]([CH3:58])[CH3:59]>>[c:2]1([CH3:43])[c:3]2[cH:4][n:5][c:6]([NH:26][c:27]3[cH:28][c:29]([Cl:39])[c:30]([N:33]4[CH2:34][CH2:35][O:36][CH2:37][CH2:38]4)[cH:31][cH:32]3)[n:7][c:8]2[c:9]([O:12][CH:13]2[CH2:14][CH2:15][N:16]([C:19](=[O:20])[O:21][C:22]([CH3:23])([CH3:24])[CH3:25])[CH2:17][CH2:18]2)[cH:10][cH:11]1.